This data is from the Open Reaction Database (ORD), a public repository of structured organic reaction records. The task is: describe an organic reaction: reactants, conditions, products, and yield Reactants: O=C([O-])[O-], COCCO, CCOC(C)=O, CSc1nc(N2CCC(S(=O)(=O)c3ccc(F)cc3Cl)C2)cc(C(F)(F)F)n1, [Cs+], [Cs+], CN(C)C=O. Yields the product COCCOc1ccc(S(=O)(=O)C2CCN(c3cc(C(F)(F)F)nc(SC)n3)C2)c(Cl)c1. As a reaction SMILES: [C:29](=[O:30])([O-:31])[O-:32].[CH3:35][O:36][CH2:37][CH2:38][OH:39].[CH3:45][CH2:46][O:47][C:48](=[O:49])[CH3:50].[Cl:1][c:2]1[c:3]([S:9](=[O:10])(=[O:11])[CH:12]2[CH2:13][N:14]([c:17]3[n:18][c:19]([S:27][CH3:28])[n:20][c:21]([C:23]([F:24])([F:25])[F:26])[cH:22]3)[CH2:15][CH2:16]2)[cH:4][cH:5][c:6]([F:8])[cH:7]1.[Cs+:33].[Cs+:34].[O:40]=[CH:41][N:42]([CH3:43])[CH3:44]>>[Cl:1][c:2]1[c:3]([S:9](=[O:10])(=[O:11])[CH:12]2[CH2:13][N:14]([c:17]3[n:18][c:19]([S:27][CH3:28])[n:20][c:21]([C:23]([F:24])([F:25])[F:26])[cH:22]3)[CH2:15][CH2:16]2)[cH:4][cH:5][c:6]([O:39][CH2:38][CH2:37][O:36][CH3:35])[cH:7]1. The reactants are C(CC(=O)OCC)(=O)OCC (diethyl malonate), N1CCCCC1 (piperidine), FC1=CC=C(C=C1)N\N=C\C=O ((E)-2-(2-(4-fluorophenyl)hydrazono)acetaldehyde), CCOC(=O)C (EtOAc). Run in CCO (EtOH). Product: FC1=CC=C(C=C1)N1N=CC=C(C1=O)C(=O)OCC (Ethyl 2-(4-fluorophenyl)-3-oxo-2,3-dihydropyridazine-4-carboxylate). The yield is 17.1%. As a reaction SMILES: [F:1][C:2]1[CH:7]=[CH:6][C:5]([NH:8]/[N:9]=[CH:10]/[CH:11]=O)=[CH:4][CH:3]=1.[C:13](OCC)(=[O:20])[CH2:14][C:15]([O:17][CH2:18][CH3:19])=[O:16].N1CCCCC1.CCOC(C)=O>CCO>[F:1][C:2]1[CH:3]=[CH:4][C:5]([N:8]2[C:13](=[O:20])[C:14]([C:15]([O:17][CH2:18][CH3:19])=[O:16])=[CH:11][CH:10]=[N:9]2)=[CH:6][CH:7]=1. Procedure details: Crude (E)-2-(2-(4-fluorophenyl)hydrazono)acetaldehyde (0.97 g, 5.8 mmol) is dissolved in EtOH (50 mL), and diethyl malonate (0.93 g, 5.8 mmol) and piperidine (0.2 mL, 2.0 mmol) are added. The mixture is heated at reflux overnight. The reaction mixture is then cooled and concentrated. The residue is diluted with water and extracted with EtOAc twice. The combined organic extracts are dried over Na2SO4 and concentrated. The residue is purified by column chromatography on silica gel, eluting with PE... Reactants: ClCCl, CCN=C=NCCCN(C)C, CN(C)c1ccncc1, COc1cc(C(=O)O)ccc1Cc1cn(C(=O)NC(c2ccccc2)c2ccccc2)c2ccc(NC(=O)OC3CCCC3)cc12, Cl, Cc1ccccc1S(N)(=O)=O. Product: COc1cc(C(=O)NS(=O)(=O)c2ccccc2C)ccc1Cc1cn(C(=O)NC(c2ccccc2)c2ccccc2)c2ccc(NC(=O)OC3CCCC3)cc12. RXN SMILES: [CH2:79]([Cl:80])[Cl:81].[CH3:48][N:49]([CH3:50])[CH2:51][CH2:52][CH2:53][N:54]=[C:55]=[N:56][CH2:57][CH3:58].[CH3:70][N:71]([CH3:72])[c:73]1[cH:74][cH:75][n:76][cH:77][cH:78]1.[CH:1]([c:2]1[cH:3][cH:4][cH:5][cH:6][cH:7]1)([c:8]1[cH:9][cH:10][cH:11][cH:12][cH:13]1)[NH:14][C:15](=[O:16])[n:17]1[cH:18][c:19]([CH2:35][c:36]2[c:37]([O:45][CH3:46])[cH:38][c:39]([C:40](=[O:41])[OH:42])[cH:43][cH:44]2)[c:20]2[cH:21][c:22]([NH:26][C:27](=[O:28])[O:29][CH:30]3[CH2:31][CH2:32][CH2:33][CH2:34]3)[cH:23][cH:24][c:25]12.[ClH:47].[c:59]1([CH3:69])[c:60]([S:65](=[O:66])(=[O:67])[NH2:68])[cH:61][cH:62][cH:63][cH:64]1>>[CH:1]([c:2]1[cH:3][cH:4][cH:5][cH:6][cH:7]1)([c:8]1[cH:9][cH:10][cH:11][cH:12][cH:13]1)[NH:14][C:15](=[O:16])[n:17]1[cH:18][c:19]([CH2:35][c:36]2[c:37]([O:45][CH3:46])[cH:38][c:39]([C:40](=[O:41])[NH:68][S:65]([c:60]3[c:59]([CH3:69])[cH:64][cH:63][cH:62][cH:61]3)(=[O:66])=[O:67])[cH:43][cH:44]2)[c:20]2[cH:21][c:22]([NH:26][C:27](=[O:28])[O:29][CH:30]3[CH2:31][CH2:32][CH2:33][CH2:34]3)[cH:23][cH:24][c:25]12. Reactants: COC=C(Oc1ccc(Cl)cc1COC(C)=O)C(=O)OC, CCOC(C)=O, CO, [Na+], [Na+], O=C([O-])[O-], O. The product is COC=C(Oc1ccc(Cl)cc1CO)C(=O)OC. As a reaction SMILES: [C:2](=[O:3])([CH3:4])[O:5][CH2:6][c:7]1[c:8]([O:9][C:10]([C:11](=[O:12])[O:13][CH3:14])=[CH:15][O:16][CH3:17])[cH:18][cH:19][c:20]([Cl:22])[cH:21]1.[CH3:29][CH2:30][O:31][C:32](=[O:33])[CH3:34].[CH3:35][OH:36].[Na+:23].[Na+:24].[O-:25][C:26](=[O:27])[O-:28].[OH2:1]>>[OH:5][CH2:6][c:7]1[c:8]([O:9][C:10]([C:11](=[O:12])[O:13][CH3:14])=[CH:15][O:16][CH3:17])[cH:18][cH:19][c:20]([Cl:22])[cH:21]1.